Dataset: the Open Reaction Database (ORD), a public repository of structured organic reaction records. Task: describe an organic reaction: reactants, conditions, products, and yield Reactants: O=C1CCc2c(Br)cccc21, Cc1ccccc1, CCO, OB(O)c1ccc(C(F)(F)F)cc1, [Na+], [Na+], O=C([O-])[O-], CC(=O)[O-], CC(=O)[O-], O, [Pd+2], c1ccc(P(c2ccccc2)c2ccccc2)cc1. The product is O=C1CCc2c1cccc2-c1ccc(C(F)(F)F)cc1. Reaction SMILES: [Br:1][c:2]1[c:3]2[c:7]([cH:8][cH:9][cH:10]1)[C:6](=[O:11])[CH2:5][CH2:4]2.[CH3:50][c:51]1[cH:52][cH:53][cH:54][cH:55][cH:56]1.[CH3:67][CH2:68][OH:69].[F:12][C:13]([c:14]1[cH:15][cH:16][c:17]([B:20]([OH:21])[OH:22])[cH:18][cH:19]1)([F:23])[F:24].[Na+:25].[Na+:26].[O-:27][C:28](=[O:29])[O-:30].[O-:58][C:59]([CH3:60])=[O:61].[O-:62][C:63]([CH3:64])=[O:65].[OH2:66].[Pd+2:57].[c:31]1([P:32]([c:33]2[cH:34][cH:35][cH:36][cH:37][cH:38]2)[c:39]2[cH:40][cH:41][cH:42][cH:43][cH:44]2)[cH:45][cH:46][cH:47][cH:48][cH:49]1>>[c:2]1(-[c:17]2[cH:16][cH:15][c:14]([C:13]([F:12])([F:23])[F:24])[cH:19][cH:18]2)[c:3]2[c:7]([cH:8][cH:9][cH:10]1)[C:6](=[O:11])[CH2:5][CH2:4]2. Starting materials: resultant mixture, resultant mixture, N(=NC(=O)OCC)C(=O)OCC (diethyl azodicarboxylate), FC1=CC=C(C=C1)O (4-fluorophenol), C1(=CC=CC=C1)P(C1=CC=CC=C1)C1=CC=CC=C1 (triphenyiphosphine), C(C)N1C[C@H]([C@H](CC1)N1CCC2=CC=CC=C12)CO (cis-1-(1-ethyl-3-hydroxymethylpiperidin-4-yl)indoline). The solvent is O (water), O1CCCC1 (tetrahydrofuran). Conditions: time 8 hour. Product: C(C)N1C[C@H]([C@H](CC1)N1CCC2=CC=CC=C12)COC1=CC=C(C=C1)F (cis-1-[1-ethyl-3-(4-fluorophenoxymethyl)piperidin-4-yl]indoline). The yield is 24.5%. Reaction SMILES: [F:1][C:2]1[CH:7]=[CH:6][C:5]([OH:8])=[CH:4][CH:3]=1.C1(P(C2C=CC=CC=2)C2C=CC=CC=2)C=CC=CC=1.[CH2:28]([N:30]1[CH2:35][CH2:34][C@H:33]([N:36]2[C:44]3[C:39](=[CH:40][CH:41]=[CH:42][CH:43]=3)[CH2:38][CH2:37]2)[C@H:32]([CH2:45]O)[CH2:31]1)[CH3:29].N(C(OCC)=O)=NC(OCC)=O>O1CCCC1.O>[CH2:28]([N:30]1[CH2:35][CH2:34][C@H:33]([N:36]2[C:44]3[C:39](=[CH:40][CH:41]=[CH:42][CH:43]=3)[CH2:38][CH2:37]2)[C@H:32]([CH2:45][O:8][C:5]2[CH:6]=[CH:7][C:2]([F:1])=[CH:3][CH:4]=2)[CH2:31]1)[CH3:29]. Procedure: Under a nitrogen gas stream, 4-fluorophenol (168 mg) and triphenyiphosphine (420 mg) were added to a solution of cis-1-(1-ethyl-3-hydroxymethylpiperidin-4-yl)indoline (300 mg) in tetrahydrofuran (4 ml). After cooling the resultant mixture to −10° C., diethyl azodicarboxylate (278 mg) was gradually added dropwise thereinto. Then the resultant mixture was gradually warmed to room temperature and stirred at the same temperature overnight. After adding water (40 ml), the reaction mixture was extract... The reactants are Br (hydrobromic acid), OO (hydrogen peroxide), [OH-].[Na+] (sodium hydroxide), ClC=1N=C(C=2N=C(N(CC2N1)C(C)=O)NC1CCN(CC1)C)NC1=CC(=C(C=C1)F)Cl (1-[6-chloro-8-(3-chloro-4-fluorophenylamino)-2-(1-methylpiperidin-4-ylamino)-4H-pyrimido[5,4-d]pyrimidin-3yl]ethanone). Reagents/catalysts: [Pd] (Pd/C). Solvent: C(=O)O (formic acid), O (water), C1CCOC1 (THF), CO (methanol). Reaction conditions: time 5 hour. Product: ClC=1C=C(C=CC1F)NC1=NC=NC2=C1N=C(N=C2)NC2CCN(CC2)C (8-(3-chloro-4-fluorophenylamino)-2-(1-methylpiperidin-4-ylamino)pyrimido[5,4-d]pyrimidine). RXN SMILES: [OH-].[Na+].Cl[C:4]1[N:5]=[C:6]([NH:25][C:26]2[CH:31]=[CH:30][C:29]([F:32])=[C:28]([Cl:33])[CH:27]=2)[C:7]2[N:8]=[C:9]([NH:17][CH:18]3[CH2:23][CH2:22][N:21]([CH3:24])[CH2:20][CH2:19]3)[N:10](C(=O)C)[CH2:11][C:12]=2[N:13]=1.Br.OO>O.[Pd].C(O)=O.C1COCC1.CO>[Cl:33][C:28]1[CH:27]=[C:26]([NH:25][C:6]2[C:7]3[N:8]=[C:9]([NH:17][CH:18]4[CH2:23][CH2:22][N:21]([CH3:24])[CH2:20][CH2:19]4)[N:10]=[CH:11][C:12]=3[N:13]=[CH:4][N:5]=2)[CH:31]=[CH:30][C:29]=1[F:32] |f:0.1|. Procedure details: 9 ml of 2N sodium hydroxide solution are added to a mixture of 9 g (0.019 mol) of (4), 81 ml of methanol and 9 ml of THF and the mixture is refluxed for 1 hour. Then 0.45 g of Pd/C (10%) are added and 4.5 ml of formic acid are added dropwise at boiling temperature. The mixture is refluxed for 24 hours, filtered off and evaporated down in vacuo to leave a residue. This is taken up in 90 ml of water and 7.2 ml of conc. hydrobromic acid and combined at ambient temperature with 3.9 ml of hydrogen pe... Starting materials: Cl (HCl), C(C)(C)(C)OC(=O)N[C@@H]1[C@H]2CSC=C(N2C1=O)C(=O)OCC(Cl)(Cl)Cl (trichloroethyl cis-7-t-butoxycarbonylamino-8-oxo-4-thia-1-azabicyclo[4.2.0]oct-2-ene-2-carboxylate), C(C)(=O)O (acetic acid). Reagents/catalysts: [Zn] (zinc). Solvent: O (water), CN(C=O)C (dimethylformamide). Reaction conditions: time 3 hour. Yields the product C(CCC)OC(=O)N[C@@H]1[C@H]2CSC=C(N2C1=O)C(=O)O (cis-7-butoxycarbonylamino-8-oxo-4-thia-1-azabicyclo[4.2.0]oct-2-ene-2-carboxylic acid). RXN SMILES: [C:1]([O:5][C:6]([NH:8][C@H:9]1[C:16](=[O:17])[N:15]2[C@@H:10]1[CH2:11][S:12][CH:13]=[C:14]2[C:18]([O:20]CC(Cl)(Cl)Cl)=[O:19])=[O:7])([CH3:4])(C)C.Cl.[C:27](O)(=O)[CH3:28]>CN(C)C=O.O.[Zn]>[CH2:1]([O:5][C:6]([NH:8][C@H:9]1[C:16](=[O:17])[N:15]2[C@@H:10]1[CH2:11][S:12][CH:13]=[C:14]2[C:18]([OH:20])=[O:19])=[O:7])[CH2:4][CH2:27][CH3:28]. Procedure details: To a solution of 43 mg (0.1 mmole) of trichloroethyl cis-7-t-butoxycarbonylamino-8-oxo-4-thia-1-azabicyclo[4.2.0]oct-2-ene-2-carboxylate in 6 ml of dimethylformamide and 6 ml of acetic acid is added over a 1.5 hr period 250 mg (3.8 mmole) zinc dust. The mixture is stirred vigorously for 3 hrs and then diluted with 50 ml of water. The mixture is acidified with dilute HCl, filtered and extracted with ethyl acetate. The organic phase is extracted with 5% NaHCO3 which is acidified and reextracted in... Starting materials: C1(CC1)C(CC(=O)OCC)C1=CC(=CC=C1)COC=1C=NC(=C(C1)CC(C)(C)C)C1=C(C=CC(=C1)OC1OCCCC1)F (ethyl 3-cyclopropyl-3-(3-(((6-(2-fluoro-5-((tetrahydro-2H-pyran-2-yl)oxy)phenyl)-5-neopentylpyridin-3-yl)oxy)methyl)phenyl)propanoate), [OH-].[Na+] (sodium hydroxide), Cl (hydrochloric acid). Solvent: C(C)O (ethanol). Reaction conditions: time 20 hour. Yields the product C1(CC1)C(CC(=O)O)C1=CC(=CC=C1)COC=1C=NC(=C(C1)CC(C)(C)C)C1=C(C=CC(=C1)OC1OCCCC1)F (3-cyclopropyl-3-(3-(((5-(2,2-dimethylpropyl)-6-(2-fluoro-5-(tetrahydro-2H-pyran-2-yloxy)phenyl)pyridin-3-yl)oxy)methyl)phenyl)propanoic acid). Isolated yield 65.9%. As a reaction SMILES: [CH:1]1([CH:4]([C:11]2[CH:16]=[CH:15][CH:14]=[C:13]([CH2:17][O:18][C:19]3[CH:20]=[N:21][C:22]([C:30]4[CH:35]=[C:34]([O:36][CH:37]5[CH2:42][CH2:41][CH2:40][CH2:39][O:38]5)[CH:33]=[CH:32][C:31]=4[F:43])=[C:23]([CH2:25][C:26]([CH3:29])([CH3:28])[CH3:27])[CH:24]=3)[CH:12]=2)[CH2:5][C:6]([O:8]CC)=[O:7])[CH2:3][CH2:2]1.[OH-].[Na+].Cl>C(O)C>[CH:1]1([CH:4]([C:11]2[CH:16]=[CH:15][CH:14]=[C:13]([CH2:17][O:18][C:19]3[CH:20]=[N:21][C:22]([C:30]4[CH:35]=[C:34]([O:36][CH:37]5[CH2:42][CH2:41][CH2:40][CH2:39][O:38]5)[CH:33]=[CH:32][C:31]=4[F:43])=[C:23]([CH2:25][C:26]([CH3:29])([CH3:28])[CH3:27])[CH:24]=3)[CH:12]=2)[CH2:5][C:6]([OH:8])=[O:7])[CH2:3][CH2:2]1 |f:1.2|. Procedure: To a solution of ethyl 3-cyclopropyl-3-(3-(((6-(2-fluoro-5-((tetrahydro-2H-pyran-2-yl)oxy)phenyl)-5-neopentylpyridin-3-yl)oxy)methyl)phenyl)propanoate (84.1 mg) in ethanol (2.85 mL) was added 2N aqueous sodium hydroxide (357 μl) solution, and the mixture was stirred at room temperature for 20 hr. The reaction mixture was cooled to 0° C., neutralized with 1N hydrochloric acid, and extracted with ethyl acetate. The extract was dried over anhydrous sodium sulfate, and the solvent was evaporated und... Starting materials: [Li] (lithium), [H-] (hydride), C(C1=CC=CC=C1)(=O)N1CCC=2NC=3C=C(C=CC3C2CC1)C1=CC=CC=C1 (3-benzoyl-8-phenyl-1,2,3,4,5,6-hexahydroazepino[4,5-b]indole), CCOC(=O)C.CCCCCCC (EtOAc heptane). Run in O1CCCC1 (tetrahydrofuran), O1CCCC1 (tetrahydrofuran). The product is C(C1=CC=CC=C1)N1CCC=2NC=3C=C(C=CC3C2CC1)C1=CC=CC=C1 (3-benzyl-8-phenyl-1,2,3,4,5,6-hexahydroazepino[4,5-b]indole). Isolated yield 90.6%. As a reaction SMILES: [Li].[H-].[C:3]([N:11]1[CH2:24][CH2:23][C:22]2[C:21]3[CH:20]=[CH:19][C:18]([C:25]4[CH:30]=[CH:29][CH:28]=[CH:27][CH:26]=4)=[CH:17][C:16]=3[NH:15][C:14]=2[CH2:13][CH2:12]1)(=O)[C:4]1[CH:9]=[CH:8][CH:7]=[CH:6][CH:5]=1.CCOC(C)=O.CCCCCCC>O1CCCC1>[CH2:3]([N:11]1[CH2:24][CH2:23][C:22]2[C:21]3[CH:20]=[CH:19][C:18]([C:25]4[CH:30]=[CH:29][CH:28]=[CH:27][CH:26]=4)=[CH:17][C:16]=3[NH:15][C:14]=2[CH2:13][CH2:12]1)[C:4]1[CH:5]=[CH:6][CH:7]=[CH:8][CH:9]=1 |f:3.4,^1:0|. Procedure details: A solution of lithium alunmnum hydride (1.40 g, 36.9 mmol) in tetrahydrofuran (15.0 mL) and a solution of 3-benzoyl-8-phenyl-1,2,3,4,5,6-hexahydroazepino[4,5-b]indole (1.40 g, 3.82 mmol) in tetrahydrofuran (30.0 mL) at 0° C. were reacted in a manner similar to Example 1 to give an oil. Column chromatography (silica gel, 20-30% EtOAc/heptane) afforded 1.22 g (90%) of the title compound as a white solid: mp 176-177° C.; 1H NMR (400 MHz, CDCl3) δ 7.74, 7.63-7.61, 7.48, 7.45-7.40, 7.36, 3.84, 3.00-2... Starting materials: OC1=CC=C(C=O)C=C1 (4-hydroxy benzaldehyde), S1C(NC(C1)=O)=O (2,4-thiazolidinedione), N1CCCCC1 (piperidine). Run in C(C)O (ethanol). Product: C1=CC(=CC=C1/C=C/2\C(=O)NC(=O)S2)O (4-(Thiazolidin-2,4-dione-5-ylidinemethyl)-phenol). RXN SMILES: [OH:1][C:2]1[CH:9]=[CH:8][C:5]([CH:6]=O)=[CH:4][CH:3]=1.[S:10]1[CH2:14][C:13](=[O:15])[NH:12][C:11]1=[O:16].N1CCCCC1>C(O)C>[CH:4]1[C:5](/[CH:6]=[C:14]2\[C:13]([NH:12][C:11]([S:10]\2)=[O:16])=[O:15])=[CH:8][CH:9]=[C:2]([OH:1])[CH:3]=1. Procedure: 4-(Thiazolidin-2,4-dione-5-ylidinemethyl)-phenol (38) was synthesized by the condensation of 4-hydroxy benzaldehyde (36) with commercially available 2,4-thiazolidinedione (37) using piperidine as base in refluxing ethanol, according to a known procedure (Momose, Y.; Meguro, K.; Ikeda, H.; Hatanaka, C.; Oi, S.; Sohda, T. Chem. Pharm. Bull. 1991, 39, 1440.) (Scheme 2)